The task is: describe an organic reaction: reactants, conditions, products, and yield. This data is from the Open Reaction Database (ORD), a public repository of structured organic reaction records. The reactants are Cc1cccc(C=C2CCN(C(=O)OC(C)(C)C)CC2)c1, ClCCl. Product: Cc1cccc(C=C2CCNCC2)c1. RXN SMILES: [C:1]([O:2][C:3](=[O:4])[N:8]1[CH2:9][CH2:10][C:11](=[CH:14][c:15]2[cH:16][c:17]([CH3:21])[cH:18][cH:19][cH:20]2)[CH2:12][CH2:13]1)([CH3:5])([CH3:6])[CH3:7].[Cl:22][CH2:23][Cl:24]>>[NH:8]1[CH2:9][CH2:10][C:11](=[CH:14][c:15]2[cH:16][c:17]([CH3:21])[cH:18][cH:19][cH:20]2)[CH2:12][CH2:13]1. The reactants are C1CCOC1, Cc1cc(C(=O)O)n(C)n1, [Cl-], Nc1cccc(C(=O)c2ccc3c(c2)NC(=O)C3)c1, O=S(Cl)Cl. The product is Cc1cc(C(=O)Nc2cccc(C(=O)c3ccc4c(c3)NC(=O)C4)c2)n(C)n1. As a reaction SMILES: [CH2:35]1[O:36][CH2:37][CH2:38][CH2:39]1.[CH3:1][n:2]1[n:3][c:4]([CH3:10])[cH:5][c:6]1[C:7](=[O:8])[OH:9].[Cl-:34].[NH2:15][c:16]1[cH:17][c:18]([C:19](=[O:20])[c:21]2[cH:22][cH:23][c:24]3[c:28]([cH:29]2)[NH:27][C:26](=[O:30])[CH2:25]3)[cH:31][cH:32][cH:33]1.[S:11]([Cl:12])([Cl:13])=[O:14]>>[CH3:1][n:2]1[n:3][c:4]([CH3:10])[cH:5][c:6]1[C:7](=[O:9])[NH:15][c:16]1[cH:17][c:18]([C:19](=[O:20])[c:21]2[cH:22][cH:23][c:24]3[c:28]([cH:29]2)[NH:27][C:26](=[O:30])[CH2:25]3)[cH:31][cH:32][cH:33]1. Reactants: CC1Cc2ccccc2C(c2ccc(C(F)(F)F)cc2)N1Cc1ccccc1, CO, Cl, [Pd]. Yields the product Cl, CC1Cc2ccccc2C(c2ccc(C(F)(F)F)cc2)N1. RXN SMILES: [CH2:1]([c:2]1[cH:3][cH:4][cH:5][cH:6][cH:7]1)[N:8]1[CH:9]([c:19]2[cH:20][cH:21][c:22]([C:25]([F:26])([F:27])[F:28])[cH:23][cH:24]2)[c:10]2[cH:11][cH:12][cH:13][cH:14][c:15]2[CH2:16][CH:17]1[CH3:18].[CH3:30][OH:31].[ClH:29].[Pd:32]>>[ClH:29].[NH:8]1[CH:9]([c:19]2[cH:20][cH:21][c:22]([C:25]([F:26])([F:27])[F:28])[cH:23][cH:24]2)[c:10]2[cH:11][cH:12][cH:13][cH:14][c:15]2[CH2:16][CH:17]1[CH3:18]. Reactants: CO, O=C1CCCc2ccc([N+](=O)[O-])cc21. Yields the product Nc1ccc2c(c1)C(=O)CCC2. Reaction SMILES: [CH3:15][OH:16].[N+:1]([O-:2])(=[O:3])[c:4]1[cH:5][cH:6][c:7]2[c:12]([cH:13]1)[C:11](=[O:14])[CH2:10][CH2:9][CH2:8]2>>[NH2:1][c:4]1[cH:5][cH:6][c:7]2[c:12]([cH:13]1)[C:11](=[O:14])[CH2:10][CH2:9][CH2:8]2. Starting materials: ClC=1C(=NC=CC1)CSCCN (2-[(3-chloro-2-pyridyl)methylthio]-ethylamine), C(#N)N=C(SC)SC (dimethyl cyanodithioimidocarbonate). Solvent: CO (methanol). Product: C(#N)NC(SC)=NCCSCC1=NC=CC=C1Cl (N-cyano-N'-{2-[(3-chloro-2-pyridyl)methylthio]ethyl}-S-methylisothiourea). RXN SMILES: [Cl:1][C:2]1[C:3]([CH2:8][S:9][CH2:10][CH2:11][NH2:12])=[N:4][CH:5]=[CH:6][CH:7]=1.[C:13]([N:15]=[C:16](SC)[S:17][CH3:18])#[N:14]>CO>[C:13]([NH:15][C:16](=[N:12][CH2:11][CH2:10][S:9][CH2:8][C:3]1[C:2]([Cl:1])=[CH:7][CH:6]=[CH:5][N:4]=1)[S:17][CH3:18])#[N:14]. Procedure: A solution of 2-[(3-chloro-2-pyridyl)methylthio]-ethylamine (5.77 g; 28.44 mmoles) and dimethyl cyanodithioimidocarbonate [prepared according to the procedure described in J. Org. Chem., 32, 1566 (1967)] (4.16 g; 28.44 mmoles) in methanol (50 ml) was stirred at ambient temperature under a positive pressure of nitrogen for 16 hours and then at reflux for 0.5 hours to complete the reaction. The reaction mixture was evaporated under reduced pressure and the crude product was recrystallized from iso... Starting materials: C1CCOC1, CON(C)C(=O)c1ccncc1OCC(C)C, [Li]C, Cl, O. The product is CC(=O)c1ccncc1OCC(C)C. Reaction SMILES: [CH2:22]1[O:23][CH2:24][CH2:25][CH2:26]1.[CH2:3]([CH:4]([CH3:5])[CH3:6])[O:7][c:8]1[c:9]([C:10](=[O:11])[N:12]([O:13][CH3:14])[CH3:15])[cH:16][cH:17][n:18][cH:19]1.[CH3:1][Li:2].[ClH:21].[OH2:20]>>[CH3:1][C:10]([c:9]1[c:8]([O:7][CH2:3][CH:4]([CH3:5])[CH3:6])[cH:19][n:18][cH:17][cH:16]1)=[O:11]. The reactants are ClC1=NC2=CC=C(C=C2C(=N1)Cl)C1=CC=C(C=C1)F (2,4-Dichloro-6-(4-fluoro-phenyl)-quinazoline), C(CCC)N (n-butylamine). Solvent: CCOC(=O)C (EtOAc), O1CCOCC1 (1,4-dioxane). Reaction conditions: temperature 60 celsius. The product is C(CCC)NC1=NC(=NC2=CC=C(C=C12)C1=CC=C(C=C1)F)NCCCC (N4,N2-bis-n-butyl-6-(4-fluoro-phenyl)-quinazoline-2,4-diamine). Isolated yield 64.2%. Reaction SMILES: Cl[C:2]1[N:11]=[C:10](Cl)[C:9]2[C:4](=[CH:5][CH:6]=[C:7]([C:13]3[CH:18]=[CH:17][C:16]([F:19])=[CH:15][CH:14]=3)[CH:8]=2)[N:3]=1.[CH2:20]([NH2:24])[CH2:21][CH2:22][CH3:23]>O1CCOCC1.CCOC(C)=O>[CH2:20]([NH:24][C:10]1[C:9]2[C:4](=[CH:5][CH:6]=[C:7]([C:13]3[CH:18]=[CH:17][C:16]([F:19])=[CH:15][CH:14]=3)[CH:8]=2)[N:3]=[C:2]([NH:3][CH2:4][CH2:5][CH2:6][CH3:7])[N:11]=1)[CH2:21][CH2:22][CH3:23]. Reported procedure: To a solution of 2,4-Dichloro-6-(4-fluoro-phenyl)-quinazoline (20 mg, 0.068 mmol) in 1,4-dioxane was added n-butylamine (20 mg). The solution was heated to 60° C. for 2 hours, and subsequently cooled, diluted with EtOAc and washed with brine. The organic layer was dried and purified by RP HPLC with a gradient of H2O, 0.1% TFA-acetonitrile, to provide the desired product (8 mg). The product was characterized as follows: MS (m/z): 367 ([M+H]+, 100); HPLC Rt=1.69 minutes (Method A).